This data is from the Open Reaction Database (ORD), a public repository of structured organic reaction records. The task is: describe an organic reaction: reactants, conditions, products, and yield The reactants are COC1=CC=C(C=N1)NS(=O)(=O)C1=NC=CC=C1C (3-methyl-pyridine-2-sulfonic acid (6-methoxy-pyridin-3-yl)-amide), BrCC(=O)OC (methyl bromoacetate). Yields the product COC1=CC=C(C=N1)N(S(=O)(=O)C1=NC=CC=C1C)CC(=O)O ([(6-Methoxy-pyridin-3-yl)-(3-methyl-pyridine-2-sulfonyl)-amino]-acetic acid). As a reaction SMILES: [CH3:1][O:2][C:3]1[N:8]=[CH:7][C:6]([NH:9][S:10]([C:13]2[C:18]([CH3:19])=[CH:17][CH:16]=[CH:15][N:14]=2)(=[O:12])=[O:11])=[CH:5][CH:4]=1.Br[CH2:21][C:22]([O:24]C)=[O:23]>>[CH3:1][O:2][C:3]1[N:8]=[CH:7][C:6]([N:9]([CH2:21][C:22]([OH:24])=[O:23])[S:10]([C:13]2[C:18]([CH3:19])=[CH:17][CH:16]=[CH:15][N:14]=2)(=[O:12])=[O:11])=[CH:5][CH:4]=1. Reported procedure: prepared by reaction of 3-methyl-pyridine-2-sulfonic acid (6-methoxy-pyridin-3-yl)-amide with methyl bromoacetate